Dataset: the Open Reaction Database (ORD), a public repository of structured organic reaction records. Task: describe an organic reaction: reactants, conditions, products, and yield Starting materials: COc1ccccc1, COc1ccc([N+](=O)[O-])cc1, O=S(=O)(O)Cl, ClCCCl. The product is COc1ccc([N+](=O)[O-])cc1S(=O)(=O)Cl. RXN SMILES: [CH3:12][O:13][c:14]1[cH:15][cH:16][cH:17][cH:18][cH:19]1.[CH3:1][O:2][c:3]1[cH:4][cH:5][c:6]([N+:9]([O-:10])=[O:11])[cH:7][cH:8]1.[Cl:20][S:21](=[O:22])(=[O:23])[OH:24].[Cl:25][CH2:26][CH2:27][Cl:28]>>[CH3:1][O:2][c:3]1[cH:4][cH:5][c:6]([N+:9]([O-:10])=[O:11])[cH:7][c:8]1[S:21]([Cl:20])(=[O:22])=[O:23]. Starting materials: Cl.NC1[C@@H]2N(C(=C(CS2)OC)C(=O)OCC2=CC=C(C=C2)[N+](=O)[O-])C1=O (4-Nitrobenzyl 7-amino-3-methoxy-3-cephem-4-carboxylate hydrochloride), C(C)(C)(C)OC(=O)CON=C(C(=O)O)C=1N=C(SC1)NC=O (2-(tert-butoxycarbonylmethoxyimino)-2-(2-formamidothiazol-4-yl)acetic acid). Yields the product C(C)(C)(C)OC(=O)CON=C(C(=O)NC1[C@@H]2N(C(=C(CS2)OC)C(=O)OCC2=CC=C(C=C2)[N+](=O)[O-])C1=O)C=1N=C(SC1)NC=O (4-nitrobenzyl 7-[2-(tert-butoxycarbonylmethoxyimino)-2-(2-formamidothiazol-4-yl)acetamido]-3-methoxy-3-cephem-4-carboxylate). Yield: 100.4%. RXN SMILES: Cl.[NH2:2][CH:3]1[C:25](=[O:26])[N:5]2[C:6]([C:12]([O:14][CH2:15][C:16]3[CH:21]=[CH:20][C:19]([N+:22]([O-:24])=[O:23])=[CH:18][CH:17]=3)=[O:13])=[C:7]([O:10][CH3:11])[CH2:8][S:9][C@H:4]12.[C:27]([O:31][C:32]([CH2:34][O:35][N:36]=[C:37]([C:41]1[N:42]=[C:43]([NH:46][CH:47]=[O:48])[S:44][CH:45]=1)[C:38](O)=[O:39])=[O:33])([CH3:30])([CH3:29])[CH3:28]>>[C:27]([O:31][C:32]([CH2:34][O:35][N:36]=[C:37]([C:41]1[N:42]=[C:43]([NH:46][CH:47]=[O:48])[S:44][CH:45]=1)[C:38]([NH:2][CH:3]1[C:25](=[O:26])[N:5]2[C:6]([C:12]([O:14][CH2:15][C:16]3[CH:17]=[CH:18][C:19]([N+:22]([O-:24])=[O:23])=[CH:20][CH:21]=3)=[O:13])=[C:7]([O:10][CH3:11])[CH2:8][S:9][C@H:4]12)=[O:39])=[O:33])([CH3:30])([CH3:28])[CH3:29] |f:0.1|. Procedure: 4-Nitrobenzyl 7-amino-3-methoxy-3-cephem-4-carboxylate hydrochloride (4.02 g) and 2-(tert-butoxycarbonylmethoxyimino)-2-(2-formamidothiazol-4-yl)acetic acid (syn isomer, 3.62 g) were treated in a similar manner to to that of Example 1 to give 4-nitrobenzyl 7-[2-(tert-butoxycarbonylmethoxyimino)-2-(2-formamidothiazol-4-yl)acetamido]-3-methoxy-3-cephem-4-carboxylate (syn isomer, 6.8 g).